This data is from the Open Reaction Database (ORD), a public repository of structured organic reaction records. The task is: describe an organic reaction: reactants, conditions, products, and yield Starting materials: FC=1C=CC=2C3=C(NC2C1)[C@H](C(NCC3)=O)C ((R)-8-fluoro-5-methyl-2,3,5,6tetrahydroazepino[4,5-b]indol-4(1H)-one). The solvent is C1CCOC1 (THF). Run at temperature -78 celsius, time 5 minute. The product is FC=1C=CC=2C3=C(NC2C1)[C@@H](CNCC3)C ((R)-8-fluoro-5-methyl-1,2,3,4,5,6-hexahydroazepino[4,5-b]indole). As a reaction SMILES: [F:1][C:2]1[CH:3]=[CH:4][C:5]2[C:6]3[CH2:15][CH2:14][NH:13][C:12](=O)[C@H:11]([CH3:17])[C:7]=3[NH:8][C:9]=2[CH:10]=1>C1COCC1>[F:1][C:2]1[CH:3]=[CH:4][C:5]2[C:6]3[CH2:15][CH2:14][NH:13][CH2:12][C@@H:11]([CH3:17])[C:7]=3[NH:8][C:9]=2[CH:10]=1. Procedure: To an oven dried flask containing dry THF (10 mL) under argon at −78° C. was added a 1 M solution of (iBu)2AlH in CH2Cl2 (16.3 mL). This mixture was stirred at −78° C. for 5 min. To this was (R)-8-fluoro-5-methyl-2,3,5,6tetrahydroazepino[4,5-b]indol-4(1H)-one (0.236 g, 1.02 mmol) in dry THF (16 mL). The reaction mixture was stirred at rt for 72 h, cooled to 0° C., then quenched by the addition of MeOH (4.5 mL). The mixture was partitioned between CH2Cl2 and 1 M aq NaO2CCH(OH)CH(OH)CO2K. The CH2C... Starting materials: BrCCCC(=O)C1=CC=CC=C1 (4-bromobutyrophenone), [H][H] (hydrogen). Product: BrCCCCC1=CC=CC=C1 (1-bromo-4-phenylbutane). As a reaction SMILES: [Br:1][CH2:2][CH2:3][CH2:4][C:5]([C:7]1[CH:12]=[CH:11][CH:10]=[CH:9][CH:8]=1)=O.[H][H]>>[Br:1][CH2:2][CH2:3][CH2:4][CH2:5][C:7]1[CH:12]=[CH:11][CH:10]=[CH:9][CH:8]=1. Reported procedure: Subsequently, the 4-bromobutyrophenone (3) as obtained above is reacted with hydrogen in the presence of a metal catalyst to give 1-bromo-4-phenylbutane. Reactants: CC[O-], CCO, Clc1ccc2nnc(Cl)n2n1, [Na+], C1COCCO1. The product is CCOc1ccc2nnc(Cl)n2n1. As a reaction SMILES: [CH3:13][CH2:14][O-:15].[CH3:16][CH2:17][OH:18].[Cl:1][c:2]1[n:3][n:4][c:5]2[n:6]1[n:7][c:8]([Cl:11])[cH:9][cH:10]2.[Na+:12].[O:19]1[CH2:20][CH2:21][O:22][CH2:23][CH2:24]1>>[Cl:1][c:2]1[n:3][n:4][c:5]2[n:6]1[n:7][c:8]([O:15][CH2:14][CH3:13])[cH:9][cH:10]2. Reactants: CC=1C=CC2=C(NC(CO2)=O)C1 (6-Methyl-4H-benzo[1,4]oxazin-3-one), BrC[C@@H](CO[Si](C)(C)C(C)(C)C)C ((R)-(3-bromo-2-methylpropoxy)-tert-butyldimethylsilane), C(=O)([O-])[O-].[Cs+].[Cs+] (Cs2CO3), CN(C)C=O (DMF). Run in CCOCC (ether). Conditions: temperature 50 celsius, time 15 hour. The product is [Si](C)(C)(C(C)(C)C)OC[C@H](CN1C(COC2=C1C=C(C=C2)C)=O)C ((S)-4-[3-(tert-Butyldimethylsilanyloxy)-2-methylpropyl]-6-methyl-4H-benzo[1,4]oxazin-3-one). The yield is 87.4%. Reaction SMILES: [CH3:1][C:2]1[CH:3]=[CH:4][C:5]2[O:10][CH2:9][C:8](=[O:11])[NH:7][C:6]=2[CH:12]=1.Br[CH2:14][C@H:15]([CH3:25])[CH2:16][O:17][Si:18]([C:21]([CH3:24])([CH3:23])[CH3:22])([CH3:20])[CH3:19].C([O-])([O-])=O.[Cs+].[Cs+].CN(C=O)C>CCOCC>[Si:18]([O:17][CH2:16][C@@H:15]([CH3:25])[CH2:14][N:7]1[C:6]2[CH:12]=[C:2]([CH3:1])[CH:3]=[CH:4][C:5]=2[O:10][CH2:9][C:8]1=[O:11])([C:21]([CH3:22])([CH3:23])[CH3:24])([CH3:19])[CH3:20] |f:2.3.4|. Procedure: A dry 50 mL r-flask was charged with 6-Methyl-4H-benzo[1,4]oxazin-3-one (0.59 g, 3.6 mmol), (R)-(3-bromo-2-methylpropoxy)-tert-butyldimethylsilane (1.0 g, 3.6 mmol), Cs2CO3 (2.9 g, 8.9 mmol) and 10 mL of dry DMF. The mixture was stirred at 50° C. overnight (15 h) and dissolved in ether (50 mL) washed with water (20 mL) and the water phase was extracted with ether (20 mL). The combined organic phases were then washed with brine, dried (Na2SO4), filtered, concentrated under reduced pressure and th... Reactants: O1CCCC1 (tetrahydrofuran), COC([C@@H](NC(=O)OCC1=CC=CC=C1)C(C)C)=O (N-(Benzyloxycarbonyl)-valine methyl ester), C(C1=CC=CC=C1)Br (benzyl bromide), O1CCCC1 (tetrahydrofuran), [F-].C(CCC)[N+](CCCC)(CCCC)CCCC (tetrabutyl ammonium fluoride). Run in O (water). Run at temperature 0 celsius, time 1 hour. The product is COC([C@@H](NC(=O)OCC1=CC=CC=C1)CC1=CC=CC=C1)=O (N-(Benzyloxycarbonyl)-L-phenylalanine methyl ester). As a reaction SMILES: O1CCCC1.[CH3:6][O:7][C:8](=[O:24])[C@H:9]([CH:21]([CH3:23])C)[NH:10][C:11]([O:13][CH2:14][C:15]1[CH:20]=[CH:19][CH:18]=[CH:17][CH:16]=1)=[O:12].C(Br)[C:26]1[CH:31]=[CH:30]C=[CH:28][CH:27]=1.[F-].C([N+](CCCC)(CCCC)CCCC)CCC>O>[CH3:6][O:7][C:8](=[O:24])[C@H:9]([CH2:21][C:23]1[CH:30]=[CH:31][CH:26]=[CH:27][CH:28]=1)[NH:10][C:11]([O:13][CH2:14][C:15]1[CH:16]=[CH:17][CH:18]=[CH:19][CH:20]=1)=[O:12] |f:3.4|. Reported procedure: To a tetrahydrofuran solution (1 ml) of the compound prepared in Example 6 (174 mg, 0.5 mmol), were succcessively added dropwise at 0° C. in a nitrogen atmosphere benzyl bromide (0.119 ml, 1.0 mmol) and a tetrahydrofuran solution of tetrabutyl ammonium fluoride (0.5 ml, 0.5 mmol). After the mixture was stirred for 1 hour at 0° C., it was poured into water and extracted with ether. The ether layer was dried over anhydrous magnesium sulfate and concentrated under vacuum. The resulting reaction mix... Reactants: C(C)(C)(C)C=1C=CC(=C(C1)N)C (5-tert-butyl-2-methyl-phenylamine), S(C#N)C#N.[Na] (sodium thiocyanide), BrBr (bromine), [Br-].[Na+] (sodium bromide). Run in C([O-])(O)=O.[Na+] (sodium bicarbonate), CO (MeOH), CO (MeOH). Reaction conditions: temperature 0 celsius, time 30 minute. Yields the product C(C)(C)(C)C=1C(=CC(=C(C1)N)C)SC#N (5-tert-Butyl-2-methyl-4-thiocyanato-phenylamine). RXN SMILES: [C:1]([C:5]1[CH:6]=[CH:7][C:8]([CH3:12])=[C:9]([NH2:11])[CH:10]=1)([CH3:4])([CH3:3])[CH3:2].[S:13](C#N)[C:14]#[N:15].[Na].BrBr.[Br-].[Na+]>C(=O)(O)[O-].[Na+].CO>[C:1]([C:5]1[C:6]([S:13][C:14]#[N:15])=[CH:7][C:8]([CH3:12])=[C:9]([NH2:11])[CH:10]=1)([CH3:4])([CH3:3])[CH3:2] |f:1.2,4.5,6.7,^1:17|. Reported procedure: A solution of 1.0 g (6.1 mmol) of 5-tert-butyl-2-methyl-phenylamine prepared in Example CCCC, sodium thiocyanide (1.62 g, 20.0 mmol) and MeOH (4.0 mL) was cooled to 0° C. and treated via addition funnel with a solution of bromine (0.35 mL, 6.7 mmol), sodium bromide (0.63 g, 6.13 mmol), and MeOH (5.0 mL). The mixture was stirred for 30 minutes and then carefully diluted with saturated sodium bicarbonate. The mixture was extracted with CH2Cl2 and the organic layers combined, dried (Na2SO4), and th...